From a dataset of the Open Reaction Database (ORD), a public repository of structured organic reaction records. describe an organic reaction: reactants, conditions, products, and yield The reactants are Br, COc1cc2ccnc(N)c2cc1C. Yields the product Br, Cc1cc2c(N)nccc2cc1O. Reaction SMILES: [BrH:15].[CH3:1][O:2][c:3]1[cH:4][c:5]2[cH:6][cH:7][n:8][c:9]([NH2:14])[c:10]2[cH:11][c:12]1[CH3:13]>>[BrH:15].[OH:2][c:3]1[cH:4][c:5]2[cH:6][cH:7][n:8][c:9]([NH2:14])[c:10]2[cH:11][c:12]1[CH3:13]. The reactants are NC1=CC2=C(C3=C(OC2=O)C=CC=C3OC(F)F)C=C1 (8-amino-1-difluoromethoxy-6H-dibenzo(b,d)pyran-6-one), [Br-].[Br-].[Br-].[NH+]1=CC=CC=C1.[NH+]1=CC=CC=C1.[NH+]1=CC=CC=C1 (pyridinium tribromide). Run in C1CCOC1 (THF). Conditions: time 14 hour. Yields the product NC1=C(C2=C(C3=C(OC2=O)C=CC=C3OC(F)F)C=C1)Br (8-amino-7-bromo-1-difluoromethoxy-6H-dibenzo(b,d)pyran-6-one). As a reaction SMILES: [NH2:1][C:2]1[CH:20]=[CH:19][C:5]2[C:6]3[C:14]([O:15][CH:16]([F:18])[F:17])=[CH:13][CH:12]=[CH:11][C:7]=3[O:8][C:9](=[O:10])[C:4]=2[CH:3]=1.[Br-:21].[Br-].[Br-].[NH+]1C=CC=CC=1.[NH+]1C=CC=CC=1.[NH+]1C=CC=CC=1>C1COCC1>[NH2:1][C:2]1[CH:20]=[CH:19][C:5]2[C:6]3[C:14]([O:15][CH:16]([F:18])[F:17])=[CH:13][CH:12]=[CH:11][C:7]=3[O:8][C:9](=[O:10])[C:4]=2[C:3]=1[Br:21] |f:1.2.3.4.5.6|. Procedure: A solution of Example 27B (4.03 g, 14.54 mmol) in THF (200 mL) at room temperature was treated over 15 minutes with pyridinium tribromide (5.16 g, 15.26 mmol), stirred for 14 hours, and concentrated. The concentrate was treated with water (200 mL), stirred at room temperature for 15 minutes, and filtered. The resulting solid was washed with water (200 mL), suspended in hot CH3CN, cooled to room temperature, and filtered to provide a first crop of desired product. The filtrate was treated with ch... Starting materials: CCO, CCOCC, O=C1c2ccccc2C(=O)N1CCC1(COCc2cc(C(F)(F)F)cc(C(F)(F)F)c2)OCCc2ccccc21, NN. Yields the product NCCC1(COCc2cc(C(F)(F)F)cc(C(F)(F)F)c2)OCCc2ccccc21. As a reaction SMILES: [CH3:43][CH2:44][OH:45].[CH3:46][CH2:47][O:48][CH2:49][CH3:50].[F:1][C:2]([c:3]1[cH:4][c:5]([CH2:6][O:7][CH2:8][C:9]2([CH2:19][CH2:20][N:21]3[C:22](=[O:23])[c:24]4[c:25]([cH:26][cH:27][cH:28][cH:29]4)[C:30]3=[O:31])[O:10][CH2:11][CH2:12][c:13]3[cH:14][cH:15][cH:16][cH:17][c:18]32)[cH:32][c:33]([C:35]([F:36])([F:37])[F:38])[cH:34]1)([F:39])[F:40].[NH2:41][NH2:42]>>[F:1][C:2]([c:3]1[cH:4][c:5]([CH2:6][O:7][CH2:8][C:9]2([CH2:19][CH2:20][NH2:21])[O:10][CH2:11][CH2:12][c:13]3[cH:14][cH:15][cH:16][cH:17][c:18]32)[cH:32][c:33]([C:35]([F:36])([F:37])[F:38])[cH:34]1)([F:39])[F:40]. Starting materials: OC(c1cccc(OCc2ccccc2)c1)c1cc(C(F)(F)F)nc2c(C(F)(F)F)cccc12, CCO. The product is Oc1cccc(C(O)c2cc(C(F)(F)F)nc3c(C(F)(F)F)cccc23)c1. RXN SMILES: [CH2:1]([c:2]1[cH:3][cH:4][cH:5][cH:6][cH:7]1)[O:8][c:9]1[cH:10][c:11]([CH:15]([OH:16])[c:17]2[cH:18][c:19]([C:31]([F:32])([F:33])[F:34])[n:20][c:21]3[c:22]([C:27]([F:28])([F:29])[F:30])[cH:23][cH:24][cH:25][c:26]23)[cH:12][cH:13][cH:14]1.[CH3:35][CH2:36][OH:37]>>[OH:8][c:9]1[cH:10][c:11]([CH:15]([OH:16])[c:17]2[cH:18][c:19]([C:31]([F:32])([F:33])[F:34])[n:20][c:21]3[c:22]([C:27]([F:28])([F:29])[F:30])[cH:23][cH:24][cH:25][c:26]23)[cH:12][cH:13][cH:14]1. Reactants: CON=C(C(=O)NC1[C@@H]2N(C(=C(CS2)COC(C2=CC=CC=C2)=O)C(=O)O)C1=O)C=1N=C(SC1)NC(C(F)(F)F)=O (7-[2-methoxyimino-2-{-2-(2,2,2-trifluoroacetamido)-1,3-thiazol-4-yl}acetamido]-3-benzoyloxymethyl-3-cephem-4-carboxylic acid), O.O.O.C(C)(=O)[O-].[Na+] (sodium acetate trihydrate). The solvent is CC(=O)C (acetone), O (water). Conditions: time 3 day. Product: CON=C(C(=O)NC1[C@@H]2N(C(=C(CS2)COC(C2=CC=CC=C2)=O)C(=O)O)C1=O)C=1N=C(SC1)N (7-[2-methoxyimino-2-(2-amino-1,3-thiazol-4-yl)acetamido]-3-benzoyloxymethyl-3-cephem-4-carboxylic acid). Isolated yield 66.8%. As a reaction SMILES: [CH3:1][O:2][N:3]=[C:4]([C:30]1[N:31]=[C:32]([NH:35]C(=O)C(F)(F)F)[S:33][CH:34]=1)[C:5]([NH:7][CH:8]1[C:28](=[O:29])[N:10]2[C:11]([C:25]([OH:27])=[O:26])=[C:12]([CH2:15][O:16][C:17](=[O:24])[C:18]3[CH:23]=[CH:22][CH:21]=[CH:20][CH:19]=3)[CH2:13][S:14][C@H:9]12)=[O:6].O.O.O.C([O-])(=O)C.[Na+]>CC(C)=O.O>[CH3:1][O:2][N:3]=[C:4]([C:30]1[N:31]=[C:32]([NH2:35])[S:33][CH:34]=1)[C:5]([NH:7][CH:8]1[C:28](=[O:29])[N:10]2[C:11]([C:25]([OH:27])=[O:26])=[C:12]([CH2:15][O:16][C:17](=[O:24])[C:18]3[CH:19]=[CH:20][CH:21]=[CH:22][CH:23]=3)[CH2:13][S:14][C@H:9]12)=[O:6] |f:1.2.3.4.5|. Reported procedure: A solution of 7-[2-methoxyimino-2-{-2-(2,2,2-trifluoroacetamido)-1,3-thiazol-4-yl}acetamido]-3-benzoyloxymethyl-3-cephem-4-carboxylic acid (syn isomer) (1.1 g) in acetone (4 ml) was added at ambient temperature to a solution of sodium acetate trihydrate (2.4 g) in water (10 ml), and the mixture was allowed to stand for 3 days at ambient temperature. Acetone was distilled off under reduced pressure and water (10 ml) was added thereto. The resulting mixture was adjusted to pH 2.5 with 10% hydrochl... Reaction SMILES: [CH3:21][CH2:22][CH:23]([CH2:24][CH3:25])[OH:26].[Cl:18][CH2:19][Cl:20].[Cl:3][c:4]1[c:5]([CH3:16])[c:6]([CH3:15])[c:7]2[n:8]([n:9]1)[c:10]([CH2:13][NH2:14])[n:11][n:12]2.[H-:1].[Na+:2].[O:27]=[CH:28][N:29]([CH3:30])[CH3:31].[OH2:17]>>[c:4]1([O:26][CH:23]([CH2:22][CH3:21])[CH2:24][CH3:25])[c:5]([CH3:16])[c:6]([CH3:15])[c:7]2[n:8]([n:9]1)[c:10]([CH2:13][NH2:14])[n:11][n:12]2. The reactants are CCC(O)CC, ClCCl, Cc1c(Cl)nn2c(CN)nnc2c1C, [H-], [Na+], CN(C)C=O, O. The product is CCC(CC)Oc1nn2c(CN)nnc2c(C)c1C. The reactants are FC(C(=O)O)(F)F (trifluoroacetic acid), C(C)[SiH](CC)CC (triethylsilane), ClC1=NC=C(C2=C1C(N(C2O)C(C)(C2=CC=CC=C2)C)=O)Cl (4,7-dichloro-1-hydroxy-2-(1-methyl-1-phenylethyl)-1,2-dihydropyrrolo[3,4-c]pyridine-3-one), CCCCCC.C(C)(=O)OCC (hexane ethyl acetate). Solvent: [N+](=O)([O-])C (nitromethane). Yields the product ClC1=NC=C(C2=C1C(NC2)=O)Cl (4,7-dichloro-1,2-dihydropyrrolo[3,4-c]pyridine-3-one). Yield: 72.0%. As a reaction SMILES: [Cl:1][C:2]1[C:7]2[C:8](=[O:21])[N:9](C(C)(C3C=CC=CC=3)C)[CH:10](O)[C:6]=2[C:5]([Cl:22])=[CH:4][N:3]=1.FC(F)(F)C(O)=O.C([SiH](CC)CC)C.CCCCCC.C(OCC)(=O)C>[N+](C)([O-])=O>[Cl:1][C:2]1[C:7]2[C:8](=[O:21])[NH:9][CH2:10][C:6]=2[C:5]([Cl:22])=[CH:4][N:3]=1 |f:3.4|. Reported procedure: in a similar manner to Step 4 of Example 16, 4,7-dichloro-1-hydroxy-2-(1-methyl-1-phenylethyl)-1,2-dihydropyrrolo[3,4-c]pyridine-3-one (38.8 mg, 0.115 mmol) was dissolved in nitromethane (1.6 mL), and the solution was treated with trifluoroacetic acid (0.177 mL, 2.30 mmol) and triethylsilane (55.1 mL, 0.345 mmol), followed by purification by slurry using chloroform/methanol and by preparative thin-layer chromatography (hexane/ethyl acetate=1/1) to obtain 4,7-dichloro-1,2-dihydropyrrolo[3,4-c]pyr...